This data is from the Open Reaction Database (ORD), a public repository of structured organic reaction records. The task is: describe an organic reaction: reactants, conditions, products, and yield Procedure: Beginning with 12.0 mg (0.05 mMol) 5-amino-3-(1-methylpiperidin-4-yl)-1H-indole and 11.0 mg (0.10 mMol) cyclopentanecarboxylic acid, 16.4 mg (100+%) of the title compound were recovered. Product: C1(CCCC1)C(=O)NC=1C=C2C(=CNC2=CC1)C1CCN(CC1)C (5-(cyclopentanecarbonyl)amino-3-(1-methylpiperidin-4-yl)-1H-indole). As a reaction SMILES: [NH2:1][C:2]1[CH:3]=[C:4]2[C:8](=[CH:9][CH:10]=1)[NH:7][CH:6]=[C:5]2[CH:11]1[CH2:16][CH2:15][N:14]([CH3:17])[CH2:13][CH2:12]1.[CH:18]1([C:23](O)=[O:24])[CH2:22][CH2:21][CH2:20][CH2:19]1>>[CH:18]1([C:23]([NH:1][C:2]2[CH:3]=[C:4]3[C:8](=[CH:9][CH:10]=2)[NH:7][CH:6]=[C:5]3[CH:11]2[CH2:16][CH2:15][N:14]([CH3:17])[CH2:13][CH2:12]2)=[O:24])[CH2:22][CH2:21][CH2:20][CH2:19]1. The reactants are NC=1C=C2C(=CNC2=CC1)C1CCN(CC1)C (5-amino-3-(1-methylpiperidin-4-yl)-1H-indole), C1(CCCC1)C(=O)O (cyclopentanecarboxylic acid). Starting materials: CCCC[N+](CCCC)(CCCC)CCCC.[F-] (TBAF), FC=1C(=CC2=C(N(C(=N2)OC=2C=CC(=C(C(=O)OC)C2)C)COCC[Si](C)(C)C)C1)C1=CC=C(C=C1)C1=C(C=CC=C1)O (methyl 5-[(6-fluoro-5-(2′-hydroxybiphenyl-4-yl)-1-{[2-(trimethylsilyl)ethoxy]methyl}-1H-benzimidazol-2-yl)oxy]-2-methylbenzoate). Run in C1CCOC1 (THF). Reaction conditions: temperature 80 celsius. Yields the product FC=1C(=CC2=C(NC(=N2)OC=2C=CC(=C(C(=O)O)C2)C)C1)C1=CC=C(C=C1)C1=C(C=CC=C1)O (5-{[6-fluoro-5-(2′-hydroxybiphenyl-4-yl)-1H-benzimidazol-2-yl]oxy}-2-methylbenzoic acid). As a reaction SMILES: CCCC[N+](CCCC)(CCCC)CCCC.[F-].[F:19][C:20]1[C:21]([C:49]2[CH:54]=[CH:53][C:52]([C:55]3[CH:60]=[CH:59][CH:58]=[CH:57][C:56]=3[OH:61])=[CH:51][CH:50]=2)=[CH:22][C:23]2[N:27]=[C:26]([O:28][C:29]3[CH:30]=[CH:31][C:32]([CH3:39])=[C:33]([CH:38]=3)[C:34]([O:36]C)=[O:35])[N:25](COCC[Si](C)(C)C)[C:24]=2[CH:48]=1>C1COCC1>[F:19][C:20]1[C:21]([C:49]2[CH:54]=[CH:53][C:52]([C:55]3[CH:60]=[CH:59][CH:58]=[CH:57][C:56]=3[OH:61])=[CH:51][CH:50]=2)=[CH:22][C:23]2[N:27]=[C:26]([O:28][C:29]3[CH:30]=[CH:31][C:32]([CH3:39])=[C:33]([CH:38]=3)[C:34]([OH:36])=[O:35])[NH:25][C:24]=2[CH:48]=1 |f:0.1|. Procedure details: TBAF (1 M in THF) (0.63 mL, 0.63 mmol) was added to a solution of methyl 5-[(6-fluoro-5-(2′-hydroxybiphenyl-4-yl)-1-{[2-(trimethylsilyl)ethoxy]methyl}-1H-benzimidazol-2-yl)oxy]-2-methylbenzoate (75 mg, 0.125 mmol) in THF (10 mL). The reaction was heated at 80° C. for 6 h. Volatiles were removed and the residue was purified by HPLC eluting with 20-80% MeCN:water. The resulting white solid was dissolved in MeOH (3 mL) and water (2 mL). Aqueous 5 M NaOH (250 μl) was added. The solution was heated a... The product is COc1nnc(-c2ccncc2)cc1-c1cc2ccc(C=O)cc2n1C(=O)OC(C)(C)C. Starting materials: COc1nnc(-c2ccncc2)cc1-c1cc2ccc(CO)cc2n1C(=O)OC(C)(C)C, ClCCl. RXN SMILES: [C:1]([CH3:2])([CH3:3])([CH3:4])[O:5][C:6](=[O:7])[n:8]1[c:9](-[c:19]2[c:20]([O:31][CH3:32])[n:21][n:22][c:23](-[c:25]3[cH:26][cH:27][n:28][cH:29][cH:30]3)[cH:24]2)[cH:10][c:11]2[cH:12][cH:13][c:14]([CH2:17][OH:18])[cH:15][c:16]12.[Cl:33][CH2:34][Cl:35]>>[C:1]([CH3:2])([CH3:3])([CH3:4])[O:5][C:6](=[O:7])[n:8]1[c:9](-[c:19]2[c:20]([O:31][CH3:32])[n:21][n:22][c:23](-[c:25]3[cH:26][cH:27][n:28][cH:29][cH:30]3)[cH:24]2)[cH:10][c:11]2[cH:12][cH:13][c:14]([CH:17]=[O:18])[cH:15][c:16]12. Reactants: CS(=O)(=O)O[C@@H](CNC(=O)OCC1=CC=CC=C1)[C@H]1OCC=C1 ((S)-2-(Benzyloxycarbonylamino)-1-((S)-2,5-dihydrofuran-2-yl)ethyl Methane Sulfonate), C(CN(CC(=O)O)CC(=O)[O-])N(CC(=O)O)CC(=O)[O-].[Na+].[Na+] (Na2.EDTA), FC(C(=O)C)(F)F (1,1,1-trifluoroacetone), C([O-])(O)=O.[Na+] (sodium bicarbonate), OOS(=O)[O-].[K+] (OXONE). Solvent: C(C)#N (acetonitrile), O (water). Conditions: time 30 minute. Product: CS(=O)(=O)O[C@@H](CNC(=O)OCC1=CC=CC=C1)[C@@H]1[C@H]2O[C@H]2CO1 ((S)-2-(Benzyloxycarbonylamino)-1-((1S,2S,5S)-3,6-dioxabicyclo[3.1.0]hexan-2-yl)ethyl methanesulfonate). RXN SMILES: [CH3:1][S:2]([O:5][C@H:6]([C@@H:19]1[CH:23]=[CH:22][CH2:21][O:20]1)[CH2:7][NH:8][C:9]([O:11][CH2:12][C:13]1[CH:18]=[CH:17][CH:16]=[CH:15][CH:14]=1)=[O:10])(=[O:4])=[O:3].C(N(CC([O-])=O)CC(O)=O)CN(CC([O-])=O)CC(O)=[O:29].[Na+].[Na+].FC(F)(F)C(C)=O.C(=O)(O)[O-].[Na+].OOS([O-])=O.[K+]>C(#N)C.O>[CH3:1][S:2]([O:5][C@H:6]([C@H:19]1[O:20][CH2:21][C@H:22]2[C@@H:23]1[O:29]2)[CH2:7][NH:8][C:9]([O:11][CH2:12][C:13]1[CH:18]=[CH:17][CH:16]=[CH:15][CH:14]=1)=[O:10])(=[O:3])=[O:4] |f:1.2.3,5.6,7.8|. Procedure: To a solution of mesylate (51) (439 mg, 1.29 mmol) in acetonitrile (7 mL) and aqueous Na2.EDTA (7 mL, 0.4 mmol solution) at 0° C. was added 1,1,1-trifluoroacetone (1.38 mL, 15.4 mmol). To this solution was added in portions a mixture of sodium bicarbonate (0.907 g, 10.8 mmol) and OXONE® (2.45 g, 3.99 mmol) over a period of 80 minutes. The mixture was stirred for 30 minutes then diluted with water (10 mL) and the product extracted into dichloromethane (1×10 mL and 2×20 mL). The combined organic l... The reactants are ClC1=C(C=CC(=C1)Cl)C1NC(C2=CC=CC=C2C1C(=O)N)=O (3-(2,4-dichlorophenyl)-1-oxo-1,2,3,4-tetrahydroisoquinoline-4-carboxamide), S(=O)(=O)(N)N (sulfamide). Solvent: C(OC)COC (dimethoxyethane). Conditions: temperature 80 celsius, time 2 day. Product: NS(=O)(=O)NC1C(CCCC1)N1C(C2=CC=CC=C2C(C1C1=C(C=C(C=C1)Cl)Cl)C(=O)NOCC1=CC=CC=C1)=O ((3RS,4RS)-2-{(1SR,2SR)-2-[(aminosulfonyl)amino]cyclohexyl}-N-(benzyloxy)-3-(2,4-dichlorophenyl)-1-oxo-1,2,3,4-tetrahydroisoquinoline-4-carboxamide). As a reaction SMILES: [Cl:1][C:2]1[CH:7]=[C:6]([Cl:8])[CH:5]=[CH:4][C:3]=1[CH:9]1[CH:18]([C:19]([NH2:21])=[O:20])[C:17]2[C:12](=[CH:13][CH:14]=[CH:15][CH:16]=2)[C:11](=[O:22])[NH:10]1.[S:23]([NH2:27])([NH2:26])(=[O:25])=[O:24]>C(COC)OC>[NH2:26][S:23]([NH:27][CH:2]1[CH2:3][CH2:4][CH2:5][CH2:6][CH:7]1[N:10]1[CH:9]([C:3]2[CH:4]=[CH:5][C:6]([Cl:8])=[CH:7][C:2]=2[Cl:1])[CH:18]([C:19]([NH:21][O:22][CH2:11][C:12]2[CH:13]=[CH:14][CH:15]=[CH:16][CH:17]=2)=[O:20])[C:17]2[C:12](=[CH:13][CH:14]=[CH:15][CH:16]=2)[C:11]1=[O:22])(=[O:25])=[O:24]. Reported procedure: To a mixed liquid of 200 mg of (3RS,4RS)-2-[(1SR,2SR)-2-aminocyclohexyl]-Nenzyloxy)-3-(2,4-dichlorophenyl)-1-oxo-1,2,3,4-tetrahydroisoquinoline-4-carboxamide and 40 ml of dimethoxyethane was added 357 mg of sulfamide, followed by stirring at 80° C. for 2 days. The reaction solution was concentrated, added with chloroform, and then washed with water. The organic layer was dried over anhydrous magnesium sulfate, and the solvent was then evaporated. The residue was purified by silica gel column chr...